Dataset: the Open Reaction Database (ORD), a public repository of structured organic reaction records. Task: describe an organic reaction: reactants, conditions, products, and yield Procedure: The mixture of N′-[(2E)-6-oxo-3-pentyl-1,3,6,7-tetrahydro-2H-purin-2-ylidene]-3-(5-phenyl-1,3,4-oxadiazol-2-yl)propanohydrazide (485 mg, 1.11 mmol) in toluene (50 mL) was heated to reflux overnight. The mixture was concentrated to yield the desired product (310 mg, 66.7%). LCMS calculated for C21H23N8O2 (M+H): 419.2. found 419.2. Isolated yield 66.7%. Reactants: O=C1C=2NC=NC2N(\C(\N1)=N\NC(CCC=1OC(=NN1)C1=CC=CC=C1)=O)CCCCC (N′-[(2E)-6-oxo-3-pentyl-1,3,6,7-tetrahydro-2H-purin-2-ylidene]-3-(5-phenyl-1,3,4-oxadiazol-2-yl)propanohydrazide). RXN SMILES: [O:1]=[C:2]1[NH:10]/[C:9](=[N:11]\[NH:12][C:13](=O)[CH2:14][CH2:15][C:16]2[O:17][C:18]([C:21]3[CH:26]=[CH:25][CH:24]=[CH:23][CH:22]=3)=[N:19][N:20]=2)/[N:8]([CH2:28][CH2:29][CH2:30][CH2:31][CH3:32])[C:7]2[N:6]=[CH:5][NH:4][C:3]1=2>C1(C)C=CC=CC=1>[CH2:28]([N:8]1[C:7]2[N:6]=[CH:5][NH:4][C:3]=2[C:2](=[O:1])[N:10]2[C:13]([CH2:14][CH2:15][C:16]3[O:17][C:18]([C:21]4[CH:26]=[CH:25][CH:24]=[CH:23][CH:22]=4)=[N:19][N:20]=3)=[N:12][N:11]=[C:9]12)[CH2:29][CH2:30][CH2:31][CH3:32]. Solvent: C1(=CC=CC=C1)C (toluene). Yields the product C(CCCC)N1C=2N(C(C=3NC=NC13)=O)C(=NN2)CCC=2OC(=NN2)C2=CC=CC=C2 (9-pentyl-3-[2-(5-phenyl-1,3,4-oxadiazol-2-yl)ethyl]-6,9-dihydro-5H-[1,2,4]triazolo[4,3-a]purin-5-one). The reactants are C(C)(=O)C1=C(C=CC=C1)B(O)O (2-acetyl-phenyl-boronic acid), C(C)OC(=O)C=1N=C(SC1)Br (2-bromo-thiazole-4-carboxylic acid ethyl ester), N1CCC[C@@H]2CCCC[C@@H]12 (trans-decahydroquinoline). Product: C1N(CC[C@@H]2CCCC[C@@H]12)C(=O)C=1N=C(SC1)C1=C(C=CC=C1)C(C)=O (1-{2-[4-((trans)-Octahydro-isoquinoline-2-carbonyl)-thiazol-2-yl]-phenyl}-ethanone). RXN SMILES: [C:1]([C:4]1[CH:9]=[CH:8][CH:7]=[CH:6][C:5]=1B(O)O)(=[O:3])[CH3:2].C(O[C:16]([C:18]1[N:19]=[C:20](Br)[S:21][CH:22]=1)=[O:17])C.[NH:24]1[C@H:33]2[C@@H:28]([CH2:29][CH2:30][CH2:31][CH2:32]2)[CH2:27][CH2:26][CH2:25]1>>[CH2:33]1[C@H:28]2[C@@H:27]([CH2:32][CH2:31][CH2:30][CH2:29]2)[CH2:26][CH2:25][N:24]1[C:16]([C:18]1[N:19]=[C:20]([C:5]2[CH:6]=[CH:7][CH:8]=[CH:9][C:4]=2[C:1](=[O:3])[CH3:2])[S:21][CH:22]=1)=[O:17]. Procedure: 1-{2-[4-((trans)-Octahydro-isoquinoline-2-carbonyl)-thiazol-2-yl]-phenyl}-ethanone was synthesized in a similar manner, by the reaction of 2-acetyl-phenyl-boronic acid (Aldrich) with 2-bromo-thiazole-4-carboxylic acid ethyl ester (Combi-Blocks, Inc., San Diego, Calif.) in a Suzuki reaction, followed by hydrolysis and coupling with trans-decahydroquinoline. Reactants: C1(=CC=CC=C1)CCC(=O)OCC (ethyl 3-phenylpropionate), C(C(=O)[O-])(=O)OCC (ethyl oxalate), [O-]CC.[Na+] (sodium ethoxide). The solvent is C(C)O (ethanol). Reaction conditions: time 15 hour. Yields the product O=C(C(=O)O)CCC1=CC=CC=C1 (2-oxo-4-phenylbutyric acid). Isolated yield 90.9%. As a reaction SMILES: [C:1]1([CH2:7][CH2:8][C:9]([O:11]CC)=O)[CH:6]=[CH:5][CH:4]=[CH:3][CH:2]=1.C(OCC)(=O)[C:15]([O-:17])=[O:16].[O-]CC.[Na+]>C(O)C>[O:11]=[C:9]([CH2:8][CH2:7][C:1]1[CH:2]=[CH:3][CH:4]=[CH:5][CH:6]=1)[C:15]([OH:17])=[O:16] |f:2.3|. Procedure: A mixture of 143 g of ethyl 3-phenylpropionate, 234 g of ethyl oxalate and 154 ml of 28% sodium ethoxide solution in ethanol is heated on a water bath at a bath temperature of 60°-70° C. for 1.5 hours, while distilling off the ethanol under reduced pressure. To the resulting red syrupy residue is added 1.3 liters of 15 v/v % sulfuric acid. The mixture is boiled under reflux with stirring for 15 hours, and the oil layer is separated, neutralized with 10% sodium hydroxide and extracted with ethyl ... The reactants are C1COCCO1, O=C1OC(=O)c2ccccc21, Nc1n[nH]c2ccccc12. Product: O=C1c2ccccc2C(=O)N1c1n[nH]c2ccccc12. RXN SMILES: [CH2:22]1[O:23][CH2:24][CH2:25][O:26][CH2:27]1.[O:11]=[C:12]1[O:13][C:14](=[O:15])[c:16]2[cH:17][cH:18][cH:19][cH:20][c:21]21.[nH:1]1[n:2][c:3]([NH2:10])[c:4]2[cH:5][cH:6][cH:7][cH:8][c:9]12>>[nH:1]1[n:2][c:3]([N:10]2[C:12](=[O:11])[c:21]3[c:16]([cH:17][cH:18][cH:19][cH:20]3)[C:14]2=[O:13])[c:4]2[cH:5][cH:6][cH:7][cH:8][c:9]12. RXN SMILES: [CH3:1][NH:2][c:3]1[n:4][cH:5][c:6]([C:9]([F:10])([F:11])[F:12])[cH:7][cH:8]1.[OH2:22].[OH:18][N+:19]([O-:20])=[O:21].[S:13](=[O:14])(=[O:15])([OH:16])[OH:17]>>[CH3:1][NH:2][c:3]1[n:4][cH:5][c:6]([C:9]([F:10])([F:11])[F:12])[cH:7][c:8]1[N+:19](=[O:18])[O-:20]. Starting materials: CNc1ccc(C(F)(F)F)cn1, O, O=[N+]([O-])O, O=S(=O)(O)O. Yields the product CNc1ncc(C(F)(F)F)cc1[N+](=O)[O-]. The reactants are ClC1=C(C=CC(=C1)C)N (2-chloro-4-methylphenylamine), C=1C=CC2=C(C1)N=NN2O (HOBt), C1(CC1)C=1C(=NOC1C1CC(C1)CC(C)C)C(CC(=O)OC(C)(C)C)CC(=O)[O-] (Mono-tert-butyl 3-[4-cyclopropyl-5-(3-isobutylcyclobutyl)isoxazol-3-yl]glutarate), CCN=C=NCCCN(C)C.Cl (WSC.HCl). Solvent: O (Water), CN(C)C=O (DMF), O (H2O). Product: ClC1=C(C=CC(=C1)C)NC(=O)CC(CC(=O)OC(C)(C)C)C1=NOC(=C1C1CC1)C1CC(C1)CC(C)C (tert-Butyl 4-(2-chloro-4-methylphenylcarbamoyl)-3-[4-cyclopropyl-5-(3-isobutylcyclobutyl)isoxazol-3-yl]butanoate). The yield is 52.3%. Reaction SMILES: [CH:1]1([C:4]2[C:5]([CH:17]([CH2:26][C:27]([O-:29])=O)[CH2:18][C:19]([O:21][C:22]([CH3:25])([CH3:24])[CH3:23])=[O:20])=[N:6][O:7][C:8]=2[CH:9]2[CH2:12][CH:11]([CH2:13][CH:14]([CH3:16])[CH3:15])[CH2:10]2)[CH2:3][CH2:2]1.[Cl:30][C:31]1[CH:36]=[C:35]([CH3:37])[CH:34]=[CH:33][C:32]=1[NH2:38].C1C=CC2N(O)N=NC=2C=1.CCN=C=NCCCN(C)C.Cl>O.CN(C=O)C>[Cl:30][C:31]1[CH:36]=[C:35]([CH3:37])[CH:34]=[CH:33][C:32]=1[NH:38][C:27]([CH2:26][CH:17]([C:5]1[C:4]([CH:1]2[CH2:3][CH2:2]2)=[C:8]([CH:9]2[CH2:10][CH:11]([CH2:13][CH:14]([CH3:16])[CH3:15])[CH2:12]2)[O:7][N:6]=1)[CH2:18][C:19]([O:21][C:22]([CH3:23])([CH3:24])[CH3:25])=[O:20])=[O:29] |f:3.4|. Reported procedure: Mono-tert-butyl 3-[4-cyclopropyl-5-(3-isobutylcyclobutyl)isoxazol-3-yl]glutarate (245 mg) and DMF (2 mL) were mixed. After an addition of 2-chloro-4-methylphenylamine (67 mg), HOBt.H2O (87 mg) and WSC.HCl (108 mg) to the mixture, the reaction mixture was stirred at RT. Water was added to the reaction mixture and the mixture was extracted with ethyl acetate. The organic layer was washed with saturated aqueous sodium bicarbonate, water and brine, then dried over sodium sulfate. The sodium sulfate ...